This data is from the Open Reaction Database (ORD), a public repository of structured organic reaction records. The task is: describe an organic reaction: reactants, conditions, products, and yield The reactants are CCOc1cc(OCC)c(C=O)c(OCC)c1, ClCCl, CCOCC, CCCCCC, I, N=C(NN)NCc1ccccc1, [Na+], [OH-]. Product: CCOc1cc(OCC)c(C=NNC(=N)NCc2ccccc2)c(OCC)c1. As a reaction SMILES: [CH2:21]([CH3:22])[O:23][c:24]1[c:25]([CH:26]=[O:27])[c:28]([O:35][CH2:36][CH3:37])[cH:29][c:30]([O:32][CH2:33][CH3:34])[cH:31]1.[CH2:38]([Cl:39])[Cl:40].[CH3:14][CH2:15][O:16][CH2:17][CH3:18].[CH3:41][CH2:42][CH2:43][CH2:44][CH2:45][CH3:46].[IH:1].[NH2:2][NH:3][C:4](=[NH:5])[NH:6][CH2:7][c:8]1[cH:9][cH:10][cH:11][cH:12][cH:13]1.[Na+:20].[OH-:19]>>[N:2]([NH:3][C:4](=[NH:5])[NH:6][CH2:7][c:8]1[cH:9][cH:10][cH:11][cH:12][cH:13]1)=[CH:26][c:25]1[c:24]([O:23][CH2:21][CH3:22])[cH:31][c:30]([O:32][CH2:33][CH3:34])[cH:29][c:28]1[O:35][CH2:36][CH3:37].